From a dataset of the Open Reaction Database (ORD), a public repository of structured organic reaction records. describe an organic reaction: reactants, conditions, products, and yield Starting materials: C(C)OC=1C=C(CN2CCC(CC2)NC(=O)C=2C=NC=NC2)C=C(C1F)OCC (Pyrimidine-5-carboxylic acid[1-(3,5-diethoxy-4-fluoro-benzyl)-piperidin-4-yl]-amide), C(C)OC=1C=C(C=O)C=C(C1N1C=CC=C1)OCC (3,5-diethoxy-4-pyrrol-1-yl-benzaldehyde), C(#N)[BH3-].[Na+] (sodium cyanoborohydride), C(C)N(C(C)C)C(C)C (N-ethyl-diisopropylamine). Solvent: C(C)O (ethanol), C(C)(=O)O (acetic acid). Product: C(C)OC=1C=C(CN2CCC(CC2)NC(=O)C=2C=NC=NC2)C=C(C1N1C=CC=C1)OCC (Pyrimidine-5-carboxylic acid[1-(3,5-diethoxy-4-pyrrol-1-yl-benzyl)-piperidin-4-yl]-amide). Reaction SMILES: [CH2:1]([O:3][C:4]1[CH:5]=[C:6]([CH:23]=[C:24]([O:27][CH2:28][CH3:29])[C:25]=1F)[CH2:7][N:8]1[CH2:13][CH2:12][CH:11]([NH:14][C:15]([C:17]2[CH:18]=[N:19][CH:20]=[N:21][CH:22]=2)=[O:16])[CH2:10][CH2:9]1)[CH3:2].C(OC1C=C(C=C(OCC)C=1[N:41]1[CH:45]=[CH:44][CH:43]=[CH:42]1)C=O)C.C([BH3-])#N.[Na+].C(N(C(C)C)C(C)C)C>C(O)C.C(O)(=O)C>[CH2:1]([O:3][C:4]1[CH:5]=[C:6]([CH:23]=[C:24]([O:27][CH2:28][CH3:29])[C:25]=1[N:41]1[CH:45]=[CH:44][CH:43]=[CH:42]1)[CH2:7][N:8]1[CH2:13][CH2:12][CH:11]([NH:14][C:15]([C:17]2[CH:18]=[N:19][CH:20]=[N:21][CH:22]=2)=[O:16])[CH2:10][CH2:9]1)[CH3:2] |f:2.3|. Reported procedure: In analogy to the procedure described in example 50k), pyrimidine-5-carboxylic acid piperidin-4-ylamide (example 56) was reacted with 3,5-diethoxy-4-pyrrol-1-yl-benzaldehyde (example 40b), sodium cyanoborohydride, N-ethyl-diisopropylamine and acetic acid in ethanol at 50° C. to yield the title compound as light yellow solid. MS: 450.2 (MH+). Starting materials: BrCC1CO1, O=C([O-])[O-], CCOC(=O)c1[nH]c(C)c(C)c1O, CC(C)=O, [K+], [K+], O. Yields the product CCOC(=O)c1[nH]c(C)c(C)c1OCC1CO1. RXN SMILES: [Br:14][CH2:15][CH:16]1[CH2:17][O:18]1.[C:19](=[O:20])([O-:21])[O-:22].[C:1](=[O:2])([O:3][CH2:4][CH3:5])[c:6]1[nH:7][c:8]([CH3:13])[c:9]([CH3:12])[c:10]1[OH:11].[CH3:26][C:27](=[O:28])[CH3:29].[K+:23].[K+:24].[OH2:25]>>[C:1](=[O:2])([O:3][CH2:4][CH3:5])[c:6]1[nH:7][c:8]([CH3:13])[c:9]([CH3:12])[c:10]1[O:11][CH2:15][CH:16]1[CH2:17][O:18]1. Starting materials: C(C)(=O)OCC (ethyl acetate), CC(C)(C)NCC(C=1C=CC(=C(C1)CO)O)O (Salbutamol), C(C)(=O)OCC (Ethyl acetate), C[C@H](CCC(=O)NCC(=O)O)[C@H]1CC[C@@H]2[C@@]1([C@H](C[C@H]3[C@H]2CC[C@H]4[C@@]3(CC[C@H](C4)O)C)O)C (Glycodeoxycholic acid). The solvent is C(C)O (ethanol). Product: CC(C)(C)NCC(C=1C=CC(=C(C1)CO)O)O.C[C@H](CCC(=O)NCC(=O)O)[C@H]1CC[C@@H]2[C@@]1([C@H](C[C@H]3[C@H]2CC[C@H]4[C@@]3(CC[C@H](C4)O)C)O)C (salbutamol glycodeoxycholate). Yield: 105.9%. As a reaction SMILES: [CH3:1][C:2]([NH:5][CH2:6][CH:7]([OH:17])[C:8]1[CH:9]=[CH:10][C:11]([OH:16])=[C:12]([CH2:14][OH:15])[CH:13]=1)([CH3:4])[CH3:3].[CH3:18][C@@H:19]([C@@H:29]1[C@@:33]2([CH3:49])[C@@H:34]([OH:48])[CH2:35][C@@H:36]3[C@@:41]4([CH3:47])[CH2:42][CH2:43][C@@H:44]([OH:46])[CH2:45][C@H:40]4[CH2:39][CH2:38][C@H:37]3[C@@H:32]2[CH2:31][CH2:30]1)[CH2:20][CH2:21][C:22]([NH:24][CH2:25][C:26]([OH:28])=[O:27])=[O:23].C(OCC)(=O)C>C(O)C>[CH3:4][C:2]([NH:5][CH2:6][CH:7]([OH:17])[C:8]1[CH:9]=[CH:10][C:11]([OH:16])=[C:12]([CH2:14][OH:15])[CH:13]=1)([CH3:1])[CH3:3].[CH3:18][C@@H:19]([C@@H:29]1[C@@:33]2([CH3:49])[C@@H:34]([OH:48])[CH2:35][C@@H:36]3[C@@:41]4([CH3:47])[CH2:42][CH2:43][C@@H:44]([OH:46])[CH2:45][C@H:40]4[CH2:39][CH2:38][C@H:37]3[C@@H:32]2[CH2:31][CH2:30]1)[CH2:20][CH2:21][C:22]([NH:24][CH2:25][C:26]([OH:28])=[O:27])=[O:23] |f:4.5|. Procedure: Salbutamol base (1.2007 g; 5.02 mmol) was dissolved in ethanol (100 mL) with vigorous stirring. Glycodeoxycholic acid (2.4601 g; water content: 4.25% w/w; 5.25 mmol˜5% molar excess) was added and dissolved with stirring. A clear, colourless solution was obtained. The ethanol was removed by vacuum rotary-evaporation to give a viscous, yellow residue. Ethyl acetate (200 mL) was added to the residue and the mixture heated in a water bath with constant agitation. As the yellow residue dissolved, a w... Starting materials: N(=NC(=O)OCC)C(=O)OCC (Diethyl azodicarboxylate), OC=1C(=C2CCCC(C2=CC1)=O)CS(=O)(=O)C1=CC=CC=C1 (6-Hydroxy-5-[(phenylsulfonyl)methyl]-3,4-dihydro-1(2H)-naphthalenone), N1(C=NC=C1)CC(C(C)C)O (1-(1H-imidazol-1-yl)-3-methyl-2-butanol), C1(=CC=CC=C1)P(C1=CC=CC=C1)C1=CC=CC=C1 (triphenylphosphine). Run in O1CCCC1 (tetrahydrofuran). Conditions: time 3 day. The product is N1(C=NC=C1)CC(C(C)C)OC=1C(=C2CCCC(C2=CC1)=O)CS(=O)(=O)C1=CC=CC=C1 (6-[1-(1H-imidazol-1-ylmethyl)-2-methylpropoxy]-5-[(phenylsulfonyl)methyl]-3,4-dihydro-1 (2H)-naphthalenone). The yield is 10.0%. As a reaction SMILES: N(C(OCC)=O)=NC(OCC)=O.[OH:13][C:14]1[C:15]([CH2:25][S:26]([C:29]2[CH:34]=[CH:33][CH:32]=[CH:31][CH:30]=2)(=[O:28])=[O:27])=[C:16]2[C:21](=[CH:22][CH:23]=1)[C:20](=[O:24])[CH2:19][CH2:18][CH2:17]2.[N:35]1([CH2:40][CH:41](O)[CH:42]([CH3:44])[CH3:43])[CH:39]=[CH:38][N:37]=[CH:36]1.C1(P(C2C=CC=CC=2)C2C=CC=CC=2)C=CC=CC=1>O1CCCC1>[N:35]1([CH2:40][CH:41]([O:13][C:14]2[C:15]([CH2:25][S:26]([C:29]3[CH:34]=[CH:33][CH:32]=[CH:31][CH:30]=3)(=[O:28])=[O:27])=[C:16]3[C:21](=[CH:22][CH:23]=2)[C:20](=[O:24])[CH2:19][CH2:18][CH2:17]3)[CH:42]([CH3:44])[CH3:43])[CH:39]=[CH:38][N:37]=[CH:36]1. Reported procedure: Diethyl azodicarboxylate (0.16 mL, 0.99 mmol) was added over 10 min to a mixture of 6-Hydroxy-5-[(phenylsulfonyl)methyl]-3,4-dihydro-1(2H)-naphthalenone (300 mg, 0.99 mmol), 1-(1H-imidazol-1-yl)-3-methyl-2-butanol (167 mg, 1.08 mmol), triphenylphosphine (259 mg, 0.99 mmol) and tetrahydrofuran (2 mL) under nitrogen. The resulting mixture was stirred for 3 d, whereupon it was concentrated and the residue was purified by dry-flash column chromatography (SiO2, 1-9% 2-propanol-dichloromethane) to giv... Reactants: C(C)(=O)C=1C(=NC2=CC(=C(C=C2C1C1=CC(=C(C=C1)OC)OC)OC)OC)CBr (3-acetyl-2-bromomethyl-4-(3,4-dimethoxyphenyl)-6,7-dimethoxyquinoline), N1CCOCC1 (morpholine), ClCCl (dichloromethane). Conditions: time 15 hour. Product: C(C)(=O)C=1C(=NC2=CC(=C(C(=C2C1C1=CC(=C(C=C1)OC)OC)C)OC)OC)N1CCOCC1 (3-acetyl-4-(3,4-dimethoxyphenyl)-2-morpholino-methyl-6,7-dimethoxyquinoline). Yield: 72.0%. Reaction SMILES: [C:1]([C:4]1[C:5](CBr)=[N:6][C:7]2[C:12]([C:13]=1[C:14]1[CH:19]=[CH:18][C:17]([O:20][CH3:21])=[C:16]([O:22][CH3:23])[CH:15]=1)=[CH:11][C:10]([O:24][CH3:25])=[C:9]([O:26][CH3:27])[CH:8]=2)(=[O:3])[CH3:2].[NH:30]1[CH2:35][CH2:34][O:33][CH2:32][CH2:31]1.Cl[CH2:37]Cl>>[C:1]([C:4]1[C:5]([N:30]2[CH2:35][CH2:34][O:33][CH2:32][CH2:31]2)=[N:6][C:7]2[C:12]([C:13]=1[C:14]1[CH:19]=[CH:18][C:17]([O:20][CH3:21])=[C:16]([O:22][CH3:23])[CH:15]=1)=[C:11]([CH3:37])[C:10]([O:24][CH3:25])=[C:9]([O:26][CH3:27])[CH:8]=2)(=[O:3])[CH3:2]. Procedure details: A mixture of 3-acetyl-2-bromomethyl-4-(3,4-dimethoxyphenyl)-6,7-dimethoxyquinoline (1.5 g), morpholine (1.42 g) and dichloromethane (30 ml) was stirred at room temperature for 15 hours. The reaction mixture was washed with water, dried over magnesium sulfate, and the solvent was evaporated. The residue was subjected to column chromatography on silica gel. The fractions eluted with chloroform gave 3-acetyl-4-(3,4-dimethoxyphenyl)-2-morpholino-methyl-6,7-dimethoxyquinoline (1.1 g, 72%). This compo... Reactants: CS(=O)(=O)Cl, O, O=c1[nH]c2ccccc2n1CCCO, c1ccncc1. The product is CS(=O)(=O)O, O=c1[nH]c2ccccc2n1CCCO. Reaction SMILES: [CH3:16][S:17]([Cl:18])(=[O:19])=[O:20].[OH2:1].[OH:2][CH2:3][CH2:4][CH2:5][n:6]1[c:7](=[O:15])[nH:8][c:9]2[c:10]1[cH:11][cH:12][cH:13][cH:14]2.[cH:21]1[cH:22][cH:23][n:24][cH:25][cH:26]1>>[O:1]=[S:17]([CH3:16])(=[O:19])[OH:20].[OH:2][CH2:3][CH2:4][CH2:5][n:6]1[c:7](=[O:15])[nH:8][c:9]2[c:10]1[cH:11][cH:12][cH:13][cH:14]2.